From a dataset of the Open Reaction Database (ORD), a public repository of structured organic reaction records. describe an organic reaction: reactants, conditions, products, and yield Starting materials: CC(=O)[O-], CC(=O)O, CC12CCCC(C)(CC1)C2Br, Cl[Cu], [Na+]. Product: CC(=O)OC1C2(C)CCCC1(C)CC2. As a reaction SMILES: [CH3:13][C:14]([O-:15])=[O:16].[CH3:17][C:18](=[O:19])[OH:20].[CH3:1][C:2]12[CH2:3][CH2:4][CH2:5][C:6]([CH3:11])([CH2:7][CH2:8]1)[CH:9]2[Br:10].[Cl:21][Cu:22].[Na+:12]>>[CH3:1][C:2]12[CH2:3][CH2:4][CH2:5][C:6]([CH3:11])([CH2:7][CH2:8]1)[CH:9]2[O:16][C:14]([CH3:13])=[O:15]. Reactants: O=C([O-])[O-], CS(C)=O, Cc1cc(O)c(-c2ncccn2)nc1C, COc1cc2nccc(Cl)c2cc1OC, [Cs+], [Cs+], O. The product is COc1cc2nccc(Oc3cc(C)c(C)nc3-c3ncccn3)c2cc1OC. RXN SMILES: [C:35](=[O:36])([O-:37])[O-:38].[CH3:1][S:2](=[O:3])[CH3:4].[CH3:5][c:6]1[cH:7][c:8]([OH:19])[c:9](-[c:13]2[n:14][cH:15][cH:16][cH:17][n:18]2)[n:10][c:11]1[CH3:12].[Cl:20][c:21]1[cH:22][cH:23][n:24][c:25]2[cH:26][c:27]([O:33][CH3:34])[c:28]([O:31][CH3:32])[cH:29][c:30]12.[Cs+:39].[Cs+:40].[OH2:41]>>[CH3:5][c:6]1[cH:7][c:8]([O:19][c:21]2[cH:22][cH:23][n:24][c:25]3[cH:26][c:27]([O:33][CH3:34])[c:28]([O:31][CH3:32])[cH:29][c:30]23)[c:9](-[c:13]2[n:14][cH:15][cH:16][cH:17][n:18]2)[n:10][c:11]1[CH3:12]. The reactants are OC1=C(C2=CC=CC=C2C=C1O)C=O (2, 3-dihydroxy-1-naphthaldehyde), OC=1C(=CC2=CC=CC=C2C1)C(=O)NN (3-hydroxy-2-naphthoic hydrazide). Product: OC1=C(C2=CC=CC=C2C=C1O)C=NNC(=O)C1=CC2=CC=CC=C2C=C1O (3-Hydroxy-2-naphthoic (2,3-dihydroxy-1-naphthylmethylene) hydrazide). The yield is 18.0%. As a reaction SMILES: [OH:1][C:2]1[C:11]([OH:12])=[CH:10][C:9]2[C:4](=[CH:5][CH:6]=[CH:7][CH:8]=2)[C:3]=1[CH:13]=O.[OH:15][C:16]1[C:17]([C:26]([NH:28][NH2:29])=[O:27])=[CH:18][C:19]2[C:24]([CH:25]=1)=[CH:23][CH:22]=[CH:21][CH:20]=2>>[OH:1][C:2]1[C:11]([OH:12])=[CH:10][C:9]2[C:4](=[CH:5][CH:6]=[CH:7][CH:8]=2)[C:3]=1[CH:13]=[N:29][NH:28][C:26]([C:17]1[C:16]([OH:15])=[CH:25][C:24]2[C:19](=[CH:20][CH:21]=[CH:22][CH:23]=2)[CH:18]=1)=[O:27]. Reported procedure: Following the general procedure of Example 1, condensation of 2, 3-dihydroxy-1-naphthaldehyde and 3-hydroxy-2-naphthoic hydrazide yielded a yellow crystal (18%) [recrystallized from dioxane/H2O (1:1, v/v)]: mp>285° C.; 1H NMR d 13.16 (br s, 1 H), 12.27 (br s, 1 H), 11.30 (br s, 1 H), 9.74 (br s, 1 H), 9.57 (s, 1 H), 8.53 (s, 1 H), 8.17 (d, 1 H, J=8.2 Hz), 7.95 (d, 1 H, J=8.2 Hz), 7.79 (d, 1 H, J=8.0 Hz), 7.70 (d, 1 H, J=7.7 Hz), 7.54 (t, 1 H, J=7.4 Hz), 7.42-7.25 (m, 5 H); HRMS Calcd for C22H16N... The reactants are NC1=C(C=O)C=CC(=C1)Cl (2-amino-4-chlorobenzaldehyde), NC(=O)N (urea). Run at temperature 170 celsius, time 2 hour. Yields the product ClC1=CC=C2C=NC(=NC2=C1)O (7-chloroquinazolin-2-ol). RXN SMILES: [NH2:1][C:2]1[CH:9]=[C:8]([Cl:10])[CH:7]=[CH:6][C:3]=1[CH:4]=O.[NH2:11][C:12](N)=[O:13]>>[Cl:10][C:8]1[CH:9]=[C:2]2[C:3]([CH:4]=[N:11][C:12]([OH:13])=[N:1]2)=[CH:6][CH:7]=1. Reported procedure: In a 500 mL round bottom flask, the uniform mixture of 2-amino-4-chlorobenzaldehyde (16 g, 103.2 2 mmol) and urea (123.8 g, 2063 mmol) was heated at 170° C. with vigorous stirring for 2 h. On completion of reaction, the reaction mixture was cooled to rt and diluted with ice-cold water. The solid that formed was collected by filtration and washed with ice-cold water. The solid was dried under reduced pressure to give crude 7-chloroquinazolin-2-ol as a yellow solid. Yield: 19 g. LCMS (ESI, m/z): 1... Reactants: C, CN(C)C=O, N#CCC1NC(=O)C(=Cc2ccccc2)NC1=O, [H][H], [Pd]. Yields the product N#CCC1NC(=O)C(Cc2ccccc2)NC1=O. Reaction SMILES: [C:26].[CH3:21][N:22]([CH3:23])[CH:24]=[O:25].[CH:1]([c:2]1[cH:3][cH:4][cH:5][cH:6][cH:7]1)=[C:8]1[C:9](=[O:18])[NH:10][CH:11]([CH2:15][C:16]#[N:17])[C:12](=[O:14])[NH:13]1.[H:19][H:20].[Pd:27]>>[CH2:1]([c:2]1[cH:3][cH:4][cH:5][cH:6][cH:7]1)[CH:8]1[C:9](=[O:18])[NH:10][CH:11]([CH2:15][C:16]#[N:17])[C:12](=[O:14])[NH:13]1. The reactants are ClC1=C(C(=O)Cl)C=C(C=C1)[N+](=O)[O-] (2-chloro-5-nitrobenzoyl chloride), ClC=1C=CC(=C(N)C1)[N+](=O)[O-] (5-Chloro-2-nitroaniline), N1=CC=CC=C1 (pyridine), acid chloride, N1=CC=CC=C1 (pyridine). Solvent: ClCCl (dichloromethane), ClCCl (dichloromethane). Run at temperature 0 celsius, time 72 hour. Yields the product ClC1=C(C(=O)NC2=C(C=CC(=C2)Cl)[N+](=O)[O-])C=C(C=C1)[N+](=O)[O-] (2-chloro-N-(5-chloro-2-nitro-phenyl)-5-nitro-benzamide). Isolated yield 86.2%. As a reaction SMILES: [Cl:1][C:2]1[CH:3]=[CH:4][C:5]([N+:9]([O-:11])=[O:10])=[C:6]([CH:8]=1)[NH2:7].N1C=CC=CC=1.[Cl:18][C:19]1[CH:27]=[CH:26][C:25]([N+:28]([O-:30])=[O:29])=[CH:24][C:20]=1[C:21](Cl)=[O:22]>ClCCl>[Cl:18][C:19]1[CH:27]=[CH:26][C:25]([N+:28]([O-:30])=[O:29])=[CH:24][C:20]=1[C:21]([NH:7][C:6]1[CH:8]=[C:2]([Cl:1])[CH:3]=[CH:4][C:5]=1[N+:9]([O-:11])=[O:10])=[O:22]. Procedure details: 5-Chloro-2-nitroaniline (1 g; 5.8 mmol) and pyridine (0.64 ml; 8.1 mmol) were dissolved in dichloromethane (10 ml) and cooled to 0° C. This was added dropwise over 5 minutes to a solution of 2-chloro-5-nitrobenzoyl chloride (1.34 g; 6.1 mmol) in dichloromethane (5 ml). The reaction was stirred at room temperature for 72 hours before adding further acid chloride (1.34 g) and pyridine (0.64 ml). After 30 minutes, the solvent was evaporated and the bisacylated residue treated with 1:1 concentrated ...